Dataset: the Open Reaction Database (ORD), a public repository of structured organic reaction records. Task: describe an organic reaction: reactants, conditions, products, and yield The reactants are [Br-], CC(C)(C)OC(=O)N1CCc2ccc(Cl)c(SCc3ccc(COS(C)(=O)=O)cc3)c2CC1, CC(C)=O, [Li+]. Yields the product CC(C)(C)OC(=O)N1CCc2ccc(Cl)c(SCc3ccc(CBr)cc3)c2CC1. RXN SMILES: [Br-:35].[C:1]([CH3:2])([CH3:3])([CH3:4])[O:5][C:6](=[O:7])[N:8]1[CH2:9][CH2:10][c:11]2[c:12]([c:15]([S:20][CH2:21][c:22]3[cH:23][cH:24][c:25]([CH2:28][O:29][S:30]([CH3:31])(=[O:32])=[O:33])[cH:26][cH:27]3)[c:16]([Cl:19])[cH:17][cH:18]2)[CH2:13][CH2:14]1.[CH3:36][C:37](=[O:38])[CH3:39].[Li+:34]>>[C:1]([CH3:2])([CH3:3])([CH3:4])[O:5][C:6](=[O:7])[N:8]1[CH2:9][CH2:10][c:11]2[c:12]([c:15]([S:20][CH2:21][c:22]3[cH:23][cH:24][c:25]([CH2:28][Br:35])[cH:26][cH:27]3)[c:16]([Cl:19])[cH:17][cH:18]2)[CH2:13][CH2:14]1. Yields the product COc1ccccc1N1CCN(CCCCN2CS(=O)CC2=O)CC1. As a reaction SMILES: [Br:1][CH2:2][CH2:3][CH2:4][CH2:5][N:6]1[CH2:7][S:8](=[O:12])[CH2:9][C:10]1=[O:11].[CH3:13][O:14][c:15]1[c:16]([N:21]2[CH2:22][CH2:23][NH:24][CH2:25][CH2:26]2)[cH:17][cH:18][cH:19][cH:20]1.[CH3:35][OH:36].[CH3:40][C:41]#[N:42].[Cl:37][CH2:38][Cl:39].[I-:33].[K+:27].[K+:28].[Na+:34].[O-:29][C:30]([O-:31])=[O:32]>>[CH2:2]([CH2:3][CH2:4][CH2:5][N:6]1[CH2:7][S:8](=[O:12])[CH2:9][C:10]1=[O:11])[N:24]1[CH2:23][CH2:22][N:21]([c:16]2[c:15]([O:14][CH3:13])[cH:20][cH:19][cH:18][cH:17]2)[CH2:26][CH2:25]1. The reactants are O=C1CS(=O)CN1CCCCBr, COc1ccccc1N1CCNCC1, CO, CC#N, ClCCl, [I-], [K+], [K+], [Na+], O=C([O-])[O-]. Starting materials: C12CC3CC(CC(C1)C3)C2 (adamantane), C(=O)(C)C(=O)C (biacetyl). Reagents/catalysts: C(C)(=O)[O-].[Co+2].C(C)(=O)[O-] (cobalt (II) acetate). Run in C(C)(=O)O (acetic acid). Reaction conditions: temperature 60 celsius, time 4 hour. The product is C(C)(=O)C12CC3CC(CC(C1)C3)C2 (1-acetyladamantane), C12CC3CC(CC(C1)C3)C2 (adamantane). RXN SMILES: [CH:1]12[CH2:10][CH:5]3[CH2:6][CH:7]([CH2:9][CH:3]([CH2:4]3)[CH2:2]1)[CH2:8]2.[C:11](C(C)=O)([CH3:13])=[O:12]>C([O-])(=O)C.[Co+2].C([O-])(=O)C.C(O)(=O)C>[C:11]([C:1]12[CH2:10][CH:5]3[CH2:6][CH:7]([CH2:9][CH:3]([CH2:4]3)[CH2:2]1)[CH2:8]2)(=[O:12])[CH3:13].[CH:1]12[CH2:10][CH:5]3[CH2:6][CH:7]([CH2:9][CH:3]([CH2:4]3)[CH2:2]1)[CH2:8]2 |f:2.3.4|. Reported procedure: A mixture of 0.3 mol of adamantane, 1.8 mol of biacetyl, 1.5 mmol of cobalt (II) acetate, and 300 ml of acetic acid was stirred at 60° C. under an oxygen atmosphere (1 atm) for 4 hours. The reaction mixture was concentrated to about 20% by weight, extracted with ethyl acetate, dried and washed with hexane to give 1-acetyladamantane in yield of 52% at a conversion rate from adamantane of 87%.